From a dataset of the Open Reaction Database (ORD), a public repository of structured organic reaction records. describe an organic reaction: reactants, conditions, products, and yield Reactants: C(CCC)[Li] (n-butyl lithium), C[C@@H]1C(OC(C1)=O)=O ((S)-3-methyl-dihydro-furan-2,5-dione), C(C)(=O)O (acetic acid), BrC1=CC2=C(N=C(O2)C2=CC=CC=C2)C=C1 (6-bromo-2-phenyl-benzoxazole). Run in CCCCCC (hexane), C1CCOC1 (THF), C1CCOC1 (THF). Run at temperature -70 celsius, time 15 minute. Yields the product C[C@@H](CC(=O)O)C(C1=CC2=C(N=C(O2)C2=CC=CC=C2)C=C1)=O ((S)-3-methyl-4-oxo-4-(2-phenyl-benzoxazol-6-yl)-butyric acid). As a reaction SMILES: Br[C:2]1[CH:16]=[CH:15][C:5]2[N:6]=[C:7]([C:9]3[CH:14]=[CH:13][CH:12]=[CH:11][CH:10]=3)[O:8][C:4]=2[CH:3]=1.C([Li])CCC.[CH3:22][C@H:23]1[CH2:27][C:26](=[O:28])[O:25][C:24]1=[O:29].C(O)(=O)C>C1COCC1.CCCCCC>[CH3:22][C@H:23]([C:24](=[O:29])[C:2]1[CH:16]=[CH:15][C:5]2[N:6]=[C:7]([C:9]3[CH:14]=[CH:13][CH:12]=[CH:11][CH:10]=3)[O:8][C:4]=2[CH:3]=1)[CH2:27][C:26]([OH:28])=[O:25]. Procedure: 400 mg (1.46 mmol) 6-bromo-2-phenyl-benzoxazole are dissolved in 15 ml THF and cooled to −70° C., and 1.22 ml (1.92 mmol) n-butyl lithium 1.6M in hexane are added dropwise. This solution chilled to −70° C. is added dropwise to an equally cold −70° C. solution of 220 mg (1.93 mmol) (S)-3-methyl-dihydro-furan-2,5-dione and 15 ml THF. After 15 min stirring the mixture is poured onto semisaturated, acetic acid-containing saline solution and extracted with EA. The org. phase is concentrated by rotary...